Dataset: the Open Reaction Database (ORD), a public repository of structured organic reaction records. Task: describe an organic reaction: reactants, conditions, products, and yield Reactants: C=CCCCCCCCC (1-decene), unpurified product, C(=C)OCCCC (butyl vinyl ether), complex 1a. Run at time 2 hour. Product: C(CCC)O\C=C/CCCCCCCC ((Z)-1-Butoxydec-1-ene). Procedure details: Following the general procedure, 1-decene (50.0 mg, 0.356 mmol) was treated with butyl vinyl ether (357 mg, 3.56 mmol) and 2.5 mol % of in situ-generated complex 1a (89.0 μL, 0.10 M, 8.90 μmol; final substrate concentration=4.0 M) and allowed to stir for 2 h. The unpurified product is 98% Z (as determined by 400 MHz 1H NMR analysis). The resulting brown oil was purified by neutral alumina chromatography (100% hexanes) to afford 8b (51.2 mg, 0.241 mmol, 68.0% yield, 98% Z isomer) as a colorless o... Isolated yield 67.7%. Reaction SMILES: [CH2:1]=[CH:2][CH2:3][CH2:4][CH2:5][CH2:6][CH2:7][CH2:8][CH2:9][CH3:10].C([O:13][CH2:14][CH2:15][CH2:16][CH3:17])=C>>[CH2:14]([O:13]/[CH:1]=[CH:2]\[CH2:3][CH2:4][CH2:5][CH2:6][CH2:7][CH2:8][CH2:9][CH3:10])[CH2:15][CH2:16][CH3:17]. RXN SMILES: [C:1]([C:5]1[O:9][N:8]=[C:7]([NH:10][C:11]([NH:13][C:14]2[CH:19]=[CH:18][C:17]([C:20]3[N:21]=[C:22]4[N:26]([CH:27]=3)[C:25]3[CH:28]=[CH:29][C:30]([O:32][CH2:33][CH2:34]Cl)=[CH:31][C:24]=3[S:23]4)=[CH:16][CH:15]=2)=[O:12])[CH:6]=1)([CH3:4])([CH3:3])[CH3:2].Cl.[CH2:37]([O:39][C:40](=[O:43])[CH2:41][NH2:42])C.C(=O)([O-])[O-].[K+].[K+]>CC(C)=O.[I-].C([N+](CCCC)(CCCC)CCCC)CCC>[CH3:37][O:39][C:40](=[O:43])[CH2:41][NH:42][CH2:34][CH2:33][O:32][C:30]1[CH:29]=[CH:28][C:25]2[N:26]3[CH:27]=[C:20]([C:17]4[CH:18]=[CH:19][C:14]([NH:13][C:11]([NH:10][C:7]5[CH:6]=[C:5]([C:1]([CH3:4])([CH3:3])[CH3:2])[O:9][N:8]=5)=[O:12])=[CH:15][CH:16]=4)[N:21]=[C:22]3[S:23][C:24]=2[CH:31]=1 |f:1.2,3.4.5,7.8|. The solvent is CC(=O)C (acetone). The product is COC(CNCCOC1=CC2=C(N3C(S2)=NC(=C3)C3=CC=C(C=C3)NC(=O)NC3=NOC(=C3)C(C)(C)C)C=C1)=O ([2-(2-{4-[3-(5-tert-butyl-isoxazol-3-yl)-ureido]-phenyl}-benzo[d]imidazo[2,1-b]thiazol-7-yloxy)-ethylamino]-acetic acid methyl ester). Reactants: C(C)(C)(C)C1=CC(=NO1)NC(=O)NC1=CC=C(C=C1)C=1N=C2SC3=C(N2C1)C=CC(=C3)OCCCl (1-(5-tert-butyl-isoxazol-3-yl)-3-{4-[7-(2-chloro-ethoxy)-benzo[d]imidazo[2,1-b]thiazol-2-yl]-phenyl}-urea), Cl.C(C)OC(CN)=O (glycine ethyl ester hydrochloride), C([O-])([O-])=O.[K+].[K+] (potassium carbonate). Procedure: Alternatively, [2-(2-{4-[3-(5-tert-butyl-isoxazol-3-yl)-ureido]-phenyl}-benzo[d]imidazo[2,1-b]thiazol-7-yloxy)-ethylamino]-acetic acid methyl ester is prepared in the following manner. To a stirred mixture of 1-(5-tert-butyl-isoxazol-3-yl)-3-{4-[7-(2-chloro-ethoxy)-benzo[d]imidazo[2,1-b]thiazol-2-yl]-phenyl}-urea (1 equivalent), glycine ethyl ester hydrochloride (1-3 equivalents) and potassium carbonate (2-6 equivalents) in anhydrous acetone is added tetrabutylammonium iodide (0.1-1 equivalent) ... The reagents and catalysts are [I-].C(CCC)[N+](CCCC)(CCCC)CCCC (tetrabutylammonium iodide). Reactants: O (Water), BrC=1C=CC(=C(C1)C(C)=O)O (1-(5-bromo-2-hydroxyphenyl)ethanone), C1(=CC=CC=C1)NN (phenylhydrazine), polyphosphoric acid, O (water). The reagents and catalysts are C(C)(=O)O (Acetic acid). The solvent is C=1(C(=CC=CC1)C)C (xylene), C(C)O (ethanol). Run at time 10 minute. Yields the product BrC1=CC(=C(C=C1)O)C=1NC2=CC=CC=C2C1 (4-bromo-2-(1H-indol-2-yl)phenol). Isolated yield 22.1%. As a reaction SMILES: [Br:1][C:2]1[CH:3]=[CH:4][C:5]([OH:11])=[C:6]([C:8](=O)[CH3:9])[CH:7]=1.[C:12]1([NH:18]N)[CH:17]=[CH:16][CH:15]=[CH:14][CH:13]=1.O>C(O)C.C(O)(=O)C.C1(C)C(C)=CC=CC=1>[Br:1][C:2]1[CH:3]=[CH:4][C:5]([OH:11])=[C:6]([C:8]2[NH:18][C:12]3[C:17]([CH:9]=2)=[CH:16][CH:15]=[CH:14][CH:13]=3)[CH:7]=1. Procedure details: 1-(5-bromo-2-hydroxyphenyl)ethanone (7.1 g, 33 mmol) and phenylhydrazine (4.3 g, 40 mmol) were stirred in 45 mL of dry ethanol. Acetic acid (27 drops) was added and the mixture was refluxed for 5 hours. After cooling to room temperature, the precipitates were collected by filtration to provide the crude product as a light yellow solid, which was stirred in 100 mL of xylene and 50 g of polyphosphoric acid at 85° C. for 8 hours. Water was added to the warm crude, and then the mixture was stirred f... The reactants are O=C(c1ccccc1)N1CCc2c(c(=O)[nH]c3ccccc23)C1, CC(C)O, O, O=S(=O)(O)O. Yields the product O=c1[nH]c2ccccc2c2c1CNCC2. Reaction SMILES: [C:1](=[O:2])([c:3]1[cH:4][cH:5][cH:6][cH:7][cH:8]1)[N:9]1[CH2:10][CH2:11][c:12]2[c:13]3[c:14]([nH:15][c:16](=[O:19])[c:17]2[CH2:18]1)[cH:20][cH:21][cH:22][cH:23]3.[CH3:24][CH:25]([OH:26])[CH3:27].[OH2:28].[S:29](=[O:30])(=[O:31])([OH:32])[OH:33]>>[NH:9]1[CH2:10][CH2:11][c:12]2[c:13]3[c:14]([nH:15][c:16](=[O:19])[c:17]2[CH2:18]1)[cH:20][cH:21][cH:22][cH:23]3. The reactants are COc1ccc(P2(=S)SP(=S)(c3ccc(OC)cc3)S2)cc1, COc1ccc(Cn2cc(C(N)=O)cn2)cc1, Cc1ccccc1, ClC(Cl)Cl. Product: COc1ccc(Cn2cc(C(N)=S)cn2)cc1. RXN SMILES: [CH3:18][O:19][c:20]1[cH:21][cH:22][c:23]([P:24]2(=[S:27])[S:25][P:26]([c:28]3[cH:29][cH:30][c:31]([O:32][CH3:33])[cH:34][cH:35]3)(=[S:36])[S:37]2)[cH:38][cH:39]1.[CH3:1][O:2][c:3]1[cH:4][cH:5][c:6]([CH2:7][n:8]2[n:9][cH:10][c:11]([C:13](=[O:14])[NH2:15])[cH:12]2)[cH:16][cH:17]1.[CH3:44][c:45]1[cH:46][cH:47][cH:48][cH:49][cH:50]1.[Cl:40][CH:41]([Cl:42])[Cl:43]>>[CH3:1][O:2][c:3]1[cH:4][cH:5][c:6]([CH2:7][n:8]2[n:9][cH:10][c:11]([C:13]([NH2:15])=[S:27])[cH:12]2)[cH:16][cH:17]1. Reactants: Cn1c2c(ccc1=O)C(=O)CCC2, Cc1ccccc1, NCCc1ccc(C(F)(F)F)cc1, Cc1ccc(S(=O)(=O)O)cc1. As a reaction SMILES: [CH3:14][n:15]1[c:16](=[O:26])[cH:17][cH:18][c:19]2[c:24]1[CH2:23][CH2:22][CH2:21][C:20]2=[O:25].[CH3:38][c:39]1[cH:40][cH:41][cH:42][cH:43][cH:44]1.[F:1][C:2]([c:3]1[cH:4][cH:5][c:6]([CH2:9][CH2:10][NH2:11])[cH:7][cH:8]1)([F:12])[F:13].[c:27]1([CH3:28])[cH:29][cH:30][c:31]([S:32]([OH:33])(=[O:34])=[O:35])[cH:36][cH:37]1>>[F:1][C:2]([c:3]1[cH:4][cH:5][c:6]([CH2:9][CH2:10][NH:11][CH:20]2[c:19]3[cH:18][cH:17][c:16](=[O:26])[n:15]([CH3:14])[c:24]3[CH2:23][CH2:22][CH2:21]2)[cH:7][cH:8]1)([F:12])[F:13]. Product: Cn1c2c(ccc1=O)C(NCCc1ccc(C(F)(F)F)cc1)CCC2. Starting materials: C(C1=CC=CC=C1)OC1=CC=C(C=2CCCCC12)C#N (4-Benzyloxy-5,6,7,8-tetrahydro-1-naphthonitrile). The reagents and catalysts are [Pd] (palladium on charcoal). Solvent: C(C)O (ethanol). The product is OC1=CC=C(C=2CCCCC12)C#N (4-Hydroxy-5,6,7,8-tetrahydro-1-naphthonitrile), solid. As a reaction SMILES: C([O:8][C:9]1[C:18]2[CH2:17][CH2:16][CH2:15][CH2:14][C:13]=2[C:12]([C:19]#[N:20])=[CH:11][CH:10]=1)C1C=CC=CC=1>C(O)C.[Pd]>[OH:8][C:9]1[C:18]2[CH2:17][CH2:16][CH2:15][CH2:14][C:13]=2[C:12]([C:19]#[N:20])=[CH:11][CH:10]=1. Procedure details: 4-Benzyloxy-5,6,7,8-tetrahydro-1-naphthonitrile (0.6 g, 2.3 mM) was hydrogenated in ethanol (30 ml) in the presence of 10% palladium on charcoal catalyst (100 mg). After 2 hours the catalyst was filtered off and the filtreate was evaporated to give the phenol (6) a white solid (0.4 g) mpt 133°-134° C.